Dataset: the Open Reaction Database (ORD), a public repository of structured organic reaction records. Task: describe an organic reaction: reactants, conditions, products, and yield Starting materials: ClC=1C=C(CC2C(NC(S2)=O)=O)C=C(C1OC1=CC=C(C=C1)OC)Cl (5-[3,5-Dichloro-4-(4-methoxy-phenoxy)-benzyl]-thiazolidine-2,4-dione), ice, ClS(=O)(=O)O (chlorosulfonic acid), ice. Run at time 1.5 hour. Product: ClC1=C(OC=2C=CC(=C(C2)S(=O)(=O)Cl)OC)C(=CC(=C1)CC1C(NC(S1)=O)=O)Cl (5-[2,6-Dichloro-4-(2,4-dioxo-thiazolidin-5-ylmethyl)-phenoxy]-2-methoxy-benzenesulfonyl chloride). RXN SMILES: [Cl:1][C:2]1[CH:3]=[C:4]([CH:13]=[C:14]([Cl:25])[C:15]=1[O:16][C:17]1[CH:22]=[CH:21][C:20]([O:23][CH3:24])=[CH:19][CH:18]=1)[CH2:5][CH:6]1[S:10][C:9](=[O:11])[NH:8][C:7]1=[O:12].[Cl:26][S:27](O)(=[O:29])=[O:28]>>[Cl:25][C:14]1[CH:13]=[C:4]([CH2:5][CH:6]2[S:10][C:9](=[O:11])[NH:8][C:7]2=[O:12])[CH:3]=[C:2]([Cl:1])[C:15]=1[O:16][C:17]1[CH:18]=[CH:19][C:20]([O:23][CH3:24])=[C:21]([S:27]([Cl:26])(=[O:29])=[O:28])[CH:22]=1. Procedure details: The title compound of Step D (52 mg, 0.13 mmol) was cooled to 0° C. and chlorosulfonic acid (0.5 mL) was added. The mixture was warmed to room temperature and stirred for about 1.5 hours. The solution was poured into ice (75 g), stirred until the ice had melted, and then extracted with ethyl acetate (3×25 ml). The combined extracts were washed with brine, dried over sodium sulfate, filtered and concentrated to afford the title compound (38.0 mg) as a brownish solid which was used in the next ste... Reactants: CN=C=O, ClC(Cl)Cl, CCN1CN2C(=N1)C(c1ccccc1Cl)=NCC1=C2S(=O)CC1. Product: CCN1CN2C(=N1)C(c1ccccc1Cl)=NCC1=C2S(=O)C(C(=O)NC)C1. As a reaction SMILES: [CH3:24][N:25]=[C:26]=[O:27].[CH:28]([Cl:29])([Cl:30])[Cl:31].[Cl:1][c:2]1[c:3]([C:8]2=[N:9][CH2:10][C:11]3=[C:12]([N:13]4[C:14]2=[N:15][N:16]([CH2:18][CH3:19])[CH2:17]4)[S:20](=[O:23])[CH2:21][CH2:22]3)[cH:4][cH:5][cH:6][cH:7]1>>[Cl:1][c:2]1[c:3]([C:8]2=[N:9][CH2:10][C:11]3=[C:12]([N:13]4[C:14]2=[N:15][N:16]([CH2:18][CH3:19])[CH2:17]4)[S:20](=[O:23])[CH:21]([C:26]([NH:25][CH3:24])=[O:27])[CH2:22]3)[cH:4][cH:5][cH:6][cH:7]1. Starting materials: COC(C1=CC(=NC=C1)SC1=C(NC2=CC(=CC=C12)Cl)C)=O (2-(6-chloro-2-methyl-1H-indol-3-ylsulfanyl)-isonicotinic acid methyl ester), BrC=1C=NN(C1)C(C)C (4-bromo-1-isopropyl-1H-pyrazole). Yields the product COC(C1=CC(=NC=C1)SC1=C(N(C2=CC(=CC=C12)Cl)C=1C=NN(C1)C(C)C)C)=O (2-[6-Chloro-1-(1-isopropyl-1H-pyrazol-4-yl)-2-methyl-1H-indol-3-ylsulfanyl]-isonicotinic acid methyl ester). Reaction SMILES: [CH3:1][O:2][C:3](=[O:22])[C:4]1[CH:9]=[CH:8][N:7]=[C:6]([S:10][C:11]2[C:19]3[C:14](=[CH:15][C:16]([Cl:20])=[CH:17][CH:18]=3)[NH:13][C:12]=2[CH3:21])[CH:5]=1.Br[C:24]1[CH:25]=[N:26][N:27]([CH:29]([CH3:31])[CH3:30])[CH:28]=1>>[CH3:1][O:2][C:3](=[O:22])[C:4]1[CH:9]=[CH:8][N:7]=[C:6]([S:10][C:11]2[C:19]3[C:14](=[CH:15][C:16]([Cl:20])=[CH:17][CH:18]=3)[N:13]([C:24]3[CH:25]=[N:26][N:27]([CH:29]([CH3:31])[CH3:30])[CH:28]=3)[C:12]=2[CH3:21])[CH:5]=1. Reported procedure: Prepared according to the procedure described in Example 3, Step 1, using the following starting materials: 2-(6-chloro-2-methyl-1H-indol-3-ylsulfanyl)-isonicotinic acid methyl ester and 4-bromo-1-isopropyl-1H-pyrazole. The reactants are ClC=1N=NC(=CC1)N1N=C(C=C1C)C (3-chloro-6-(3,5-dimethyl-1-pyrazolyl)-pyridazine), C(C)O (ethanol), CNN (methyl hydrazine). The solvent is O (water). The product is CN(N)C=1N=NC(=CC1)N1N=C(C=C1C)C (3-(1-methylhydrazino)-6-(3,5-dimethyl-1-pyrazolyl)-pyridazine). Reaction SMILES: Cl[C:2]1[N:3]=[N:4][C:5]([N:8]2[C:12]([CH3:13])=[CH:11][C:10]([CH3:14])=[N:9]2)=[CH:6][CH:7]=1.C(O)C.[CH3:18][NH:19][NH2:20]>O>[CH3:18][N:19]([C:2]1[N:3]=[N:4][C:5]([N:8]2[C:12]([CH3:13])=[CH:11][C:10]([CH3:14])=[N:9]2)=[CH:6][CH:7]=1)[NH2:20]. Procedure: A mixture of 4.17 g (0.02 moles) of 3-chloro-6-(3,5-dimethyl-1-pyrazolyl)-pyridazine, 42 ml of ethanol and 2.3 g (0.05 moles) of methyl hydrazine is heated to reflux for 9 hours, and after cooling the mixture is poured into 100 ml of water. The solution is extracted with 3×50 ml of chloroform and the combined organic phases are dried over magnesium sulphate. After evaporation the residue is recrystallized from a 3:1 mixture of isopropanol and petroleum ether. Yield: 1.9 g (44.5%); m.p.: 93°-94° ...